This data is from the Open Reaction Database (ORD), a public repository of structured organic reaction records. The task is: describe an organic reaction: reactants, conditions, products, and yield The reactants are C1(=CC=CC=C1)C(CCC)=O (1-phenylbutan-1-one), [OH-].[Na+] (sodium hydroxide). Reagents/catalysts: C1=CC=CC=C1.C1=CC=CC=C1.Cl[Ru]Cl.Cl[Ru]Cl (Benzeneruthenium(II) chloride dimer). Run in C(C)(C)O (i-propanol), C(C)(C)O (i-propanol), C(C)(C)O (i-propanol). Conditions: temperature 85 celsius, time 1 hour. The product is C1(=CC=CC=C1)C(C#CC)O (1-phenylbutynol). RXN SMILES: [C:1]1([C:7](=[O:11])[CH2:8][CH2:9][CH3:10])[CH:6]=[CH:5][CH:4]=[CH:3][CH:2]=1.[OH-].[Na+]>C(O)(C)C.C1C=CC=CC=1.C1C=CC=CC=1.Cl[Ru]Cl.Cl[Ru]Cl>[C:1]1([CH:7]([OH:11])[C:8]#[C:9][CH3:10])[CH:6]=[CH:5][CH:4]=[CH:3][CH:2]=1 |f:1.2,4.5.6.7|. Reported procedure: Benzeneruthenium(II) chloride dimer (1.0 mg, 2 μmol, 0.5 mol %) and a chiral ligand (M=Ru, R=t-Bu, Ar=3,5-t-Bu2C6H3—, 2.6 μmol, 0.65 mol %) were dissolved in i-propanol (3 mL) under nitrogen atmosphere, and then heated and stirred for 1 h at 85° C. After the mixture was cooled to room temperature, 1-phenylbutan-1-one (0.4 mmol), i-propanol (2 mL) and a solution of sodium hydroxide in i-propanol (0.4 mL, 0.4 M) were added thereto. Thereafter, the reaction system were placed in an autoclave, and s...